This data is from the Open Reaction Database (ORD), a public repository of structured organic reaction records. The task is: describe an organic reaction: reactants, conditions, products, and yield Starting materials: C(C1=CC=CC=C1)=NC1=C(C=C(C=C1)F)F (N-benzal-2,4-difluoroaniline), [Cl-].[Cl-].[CH-]1C=CC=C1.[CH-]1C=CC=C1.[Ti+2] (titanocene dichloride). Product: C1(C=CC=C1)[Ti](C1=C(C(=CC=C1F)N=CC1=CC=CC=C1)F)(C1=C(C(=CC=C1F)N=CC1=CC=CC=C1)F)C1C=CC=C1 (bis(cyclopentadienyl)bis[2,6-difluoro-3-(N -benzalamino)phenyl]titanium). As a reaction SMILES: [CH:1](=[N:8][C:9]1[CH:14]=[CH:13][C:12]([F:15])=[CH:11][C:10]=1[F:16])[C:2]1[CH:7]=[CH:6][CH:5]=[CH:4][CH:3]=1.[Cl-].[Cl-].[CH-:19]1[CH:23]=[CH:22][CH:21]=[CH:20]1.[CH-:24]1[CH:28]=[CH:27][CH:26]=[CH:25]1.[Ti+2:29]>>[CH:19]1([Ti:29]([CH:24]2[CH:28]=[CH:27][CH:26]=[CH:25]2)([C:11]2[C:12]([F:15])=[CH:13][CH:14]=[C:9]([N:8]=[CH:1][C:2]3[CH:7]=[CH:6][CH:5]=[CH:4][CH:3]=3)[C:10]=2[F:16])[C:11]2[C:12]([F:15])=[CH:13][CH:14]=[C:9]([N:8]=[CH:1][C:2]3[CH:3]=[CH:4][CH:5]=[CH:6][CH:7]=3)[C:10]=2[F:16])[CH:23]=[CH:22][CH:21]=[CH:20]1 |f:1.2.3.4.5|. Reported procedure: 477.9 g (2.2 mol) of N-benzal-2,4-difluoroaniline are reacted at -10° C. with 248.8 g (1.0 mol) of titanocene dichloride analogously to Example 1, method A, to give bis(cyclopentadienyl)bis[2,6-difluoro-3-(N -benzalamino)phenyl]titanium. When the yellow-brown suspension produced has reached room temperature, it is evaporated on a vacuum rotary evaporator. The residue is taken up in 3000 ml of methylene chloride and clarified over Hyflo. The filtrate is re-evaporated. The residue is dissolved in ...